This data is from the Open Reaction Database (ORD), a public repository of structured organic reaction records. The task is: describe an organic reaction: reactants, conditions, products, and yield Reactants: acid chloride, ClC=1C=C(C=2C(=C(ON2)C2=CC=CC=C2)C1)CC(=O)O (5-chloro-3-phenyl-2,1-benzisoxazole-7-acetic acid), N1CCCC1 (pyrrolidine). The product is ClC=1C=C(C=2C(=C(ON2)C2=CC=CC=C2)C1)CC(N1CCCC1)=O (5-Chloro-7-[2-oxo-2-(1-pyrrolidinyl)ethyl]-3-phenyl-2,1-benzisoxazole). As a reaction SMILES: [Cl:1][C:2]1[CH:3]=[C:4]([CH2:17][C:18](O)=[O:19])[C:5]2[C:6]([CH:16]=1)=[C:7]([C:10]1[CH:15]=[CH:14][CH:13]=[CH:12][CH:11]=1)[O:8][N:9]=2.[NH:21]1[CH2:25][CH2:24][CH2:23][CH2:22]1>>[Cl:1][C:2]1[CH:3]=[C:4]([CH2:17][C:18](=[O:19])[N:21]2[CH2:25][CH2:24][CH2:23][CH2:22]2)[C:5]2[C:6]([CH:16]=1)=[C:7]([C:10]1[CH:11]=[CH:12][CH:13]=[CH:14][CH:15]=1)[O:8][N:9]=2. Procedure: The title compound is prepared by reacting the acid chloride of 5-chloro-3-phenyl-2,1-benzisoxazole-7-acetic acid with pyrrolidine in an aprotic solvent and washing the reaction mixture with sodium bicarbonate and isolating the product by crystallization. Conditions: time 18 hour. Run in CN(C)C=O (DMF). Product: CN(CCCCCCC(=O)OCC)CCNC(C(F)(F)F)=O (Ethyl 7-[methyl-[2-[(2,2,2-trifluoroacetyl)amino]ethyl]-amino]heptanoate), crude material. RXN SMILES: [F:1][C:2]([F:11])([F:10])[C:3]([NH:5][CH2:6][CH2:7][NH:8][CH3:9])=[O:4].Br[CH2:13][CH2:14][CH2:15][CH2:16][CH2:17][CH2:18][C:19]([O:21][CH2:22][CH3:23])=[O:20].C(=O)([O-])[O-].[K+].[K+]>CN(C=O)C>[CH3:9][N:8]([CH2:7][CH2:6][NH:5][C:3](=[O:4])[C:2]([F:10])([F:11])[F:1])[CH2:13][CH2:14][CH2:15][CH2:16][CH2:17][CH2:18][C:19]([O:21][CH2:22][CH3:23])=[O:20] |f:2.3.4|. Procedure details: To a solution of 2,2,2-trifluoro-N-[2-(methylamino)ethyl]acetamide (5 g) in DMF (50 ml) were added ethyl 7-bromoheptanoate (3.6 ml) and potassium carbonate (7.7 g) and stirring was continued at room temperature for 18 hr. Potassium carbonate was removed by filtration and saturated aqueous sodium bicarbonate and water was added to the filtrate, which was extracted with ethyl acetate. The organic layer was washed with water and saturated aqueous sodium chloride sequentially, dried with sodium sulf... Reactants: FC(C(=O)NCCNC)(F)F (2,2,2-trifluoro-N-[2-(methylamino)ethyl]acetamide), BrCCCCCCC(=O)OCC (ethyl 7-bromoheptanoate), C([O-])([O-])=O.[K+].[K+] (potassium carbonate). Starting materials: N#Cc1cccc(Br)c1, CC1(C)OB(c2cccc(NC(=O)C3CCCN3C(=O)OCc3ccccc3)c2)OC1(C)C, CO, [Na+], O=C([O-])O, CN(C)C=O. Yields the product N#Cc1cccc(-c2cccc(NC(=O)C3CCCN3C(=O)OCc3ccccc3)c2)c1. Reaction SMILES: [Br:34][c:35]1[cH:36][c:37]([C:38]#[N:39])[cH:40][cH:41][cH:42]1.[CH2:1]([c:2]1[cH:3][cH:4][cH:5][cH:6][cH:7]1)[O:8][C:9](=[O:10])[N:11]1[CH:12]([C:16]([NH:17][c:18]2[cH:19][c:20]([B:24]3[O:25][C:26]([CH3:27])([CH3:28])[C:29]([CH3:30])([CH3:31])[O:32]3)[cH:21][cH:22][cH:23]2)=[O:33])[CH2:13][CH2:14][CH2:15]1.[CH3:48][OH:49].[Na+:54].[O-:50][C:51]([OH:52])=[O:53].[O:43]=[CH:44][N:45]([CH3:46])[CH3:47]>>[CH2:1]([c:2]1[cH:3][cH:4][cH:5][cH:6][cH:7]1)[O:8][C:9](=[O:10])[N:11]1[CH:12]([C:16]([NH:17][c:18]2[cH:19][c:20](-[c:35]3[cH:36][c:37]([C:38]#[N:39])[cH:40][cH:41][cH:42]3)[cH:21][cH:22][cH:23]2)=[O:33])[CH2:13][CH2:14][CH2:15]1. Yields the product O=S(=O)(c1ccc(C(F)(F)F)nc1)N(Cc1ccc(-c2ncco2)c(F)c1F)C1CCCCC1CO. Starting materials: Fc1c(CBr)ccc(-c2ncco2)c1F, O=C([O-])[O-], O=S(=O)(c1ccc(Cl)cc1)N(Cc1ccc(-c2ncco2)c(F)c1F)C1CCCCC1CO, [Cs+], [Cs+], O=S(=O)(NC1CCCCC1CO)c1ccc(C(F)(F)F)nc1. RXN SMILES: [Br:29][CH2:30][c:31]1[c:32]([F:43])[c:33]([F:42])[c:34](-[c:37]2[o:38][cH:39][cH:40][n:41]2)[cH:35][cH:36]1.[C:23](=[O:24])([O-:25])[O-:26].[Cl:44][c:45]1[cH:46][cH:47][c:48]([S:49]([N:50]([CH2:51][c:52]2[cH:53][cH:54][c:55](-[c:56]3[o:57][cH:58][cH:59][n:60]3)[c:61]([F:62])[c:63]2[F:64])[CH:65]2[CH2:66][CH2:67][CH2:68][CH2:69][CH:70]2[CH2:71][OH:72])(=[O:73])=[O:74])[cH:75][cH:76]1.[Cs+:27].[Cs+:28].[OH:1][CH2:2][CH:3]1[CH:4]([NH:9][S:10](=[O:11])(=[O:12])[c:13]2[cH:14][n:15][c:16]([C:19]([F:20])([F:21])[F:22])[cH:17][cH:18]2)[CH2:5][CH2:6][CH2:7][CH2:8]1>>[OH:1][CH2:2][CH:3]1[CH:4]([N:9]([S:10](=[O:11])(=[O:12])[c:13]2[cH:14][n:15][c:16]([C:19]([F:20])([F:21])[F:22])[cH:17][cH:18]2)[CH2:30][c:31]2[c:32]([F:43])[c:33]([F:42])[c:34](-[c:37]3[o:38][cH:39][cH:40][n:41]3)[cH:35][cH:36]2)[CH2:5][CH2:6][CH2:7][CH2:8]1. Starting materials: CO.C[O-].[Na+] (sodium methoxide methanol), C(C)(=O)O.C(=N)N (formamidine acetate), FC(C(C(C(=O)OCC)C)=O)C (ethyl 4-fluoro-2-methyl-3-oxopentanoate), Cl (hydrochloric acid). Solvent: CO (methanol). Reaction conditions: temperature 64 celsius. The product is FC(C)C1=C(C(NC=N1)=O)C (6-(1-fluoroethyl)-5-methyl-4-pyrimidone). Isolated yield 59.4%. RXN SMILES: CO.C[O-].[Na+].C(O)(=O)C.[CH:10]([NH2:12])=[NH:11].Cl.[F:14][CH:15]([CH3:25])[C:16](=O)[CH:17]([CH3:23])[C:18](OCC)=[O:19]>CO>[F:14][CH:15]([C:16]1[N:12]=[CH:10][NH:11][C:18](=[O:19])[C:17]=1[CH3:23])[CH3:25] |f:0.1.2,3.4|. Procedure: To a solution in which 2.09 g of ethyl 4-fluoro-2-methyl-3-oxopentanoate had been dissolved in 20 ml of methanol were added 4.59 g of a 28 % sodium methoxide methanol solution and 1.61 g of formamidine acetate, and the mixture was stirred under reflux (64° C.) for 3 hours. Then, the reaction mixture was cooled to 10° C. or lower, 2.5 g of conc. hydrochloric acid was added to the mixture and the resulting mixture was concentrated under reduced pressure. To the concentrated solution was added 50 m...